Dataset: the Open Reaction Database (ORD), a public repository of structured organic reaction records. Task: describe an organic reaction: reactants, conditions, products, and yield Reactants: ClC1(C(C1)OC1=CC=C(N)C=C1)Cl (4-(2,2-dichlorcyclopropyloxy)-aniline), CC1=C(C(=O)N=C=O)C=CC=C1 (2-methylbenzoyl-isocyanate). Run in O1CCCC1 (tetrahydrofuran). Yields the product ClC1(C(C1)OC1=CC=C(C=C1)NC(=O)NC(C1=C(C=CC=C1)C)=O)Cl (1-[4-(2,2-dichlorcyclopropyloxy)-phenyl]-3-(2-methylbenzoyl)-urea). As a reaction SMILES: [Cl:1][C:2]1([Cl:13])[CH2:4][CH:3]1[O:5][C:6]1[CH:12]=[CH:11][C:9]([NH2:10])=[CH:8][CH:7]=1.[CH3:14][C:15]1[CH:25]=[CH:24][CH:23]=[CH:22][C:16]=1[C:17]([N:19]=[C:20]=[O:21])=[O:18]>O1CCCC1>[Cl:1][C:2]1([Cl:13])[CH2:4][CH:3]1[O:5][C:6]1[CH:12]=[CH:11][C:9]([NH:10][C:20]([NH:19][C:17](=[O:18])[C:16]2[CH:22]=[CH:23][CH:24]=[CH:25][C:15]=2[CH3:14])=[O:21])=[CH:8][CH:7]=1. Procedure: 6.54 g (0.03 Mol) of 4-(2,2-dichlorcyclopropyloxy)-aniline, dissolved in 50 ml dry tetrahydrofuran, are added dropwise with 4.84 g (0.03 Mol) of 2-methylbenzoyl-isocyanate, with stirring. The temperature increases mildly therewith. After cooling, the product is precipitated with pentane, withdrawn by suction, after-washed with pentane and dried. Reactants: CS(C)=O, Cl, O=S(=O)(Nc1c(Cl)cccc1Cl)c1nc2nc(OCC(F)(F)F)ccn2n1, O. Yields the product CSc1ccn2nc(S(=O)(=O)Nc3c(Cl)cccc3Cl)nc2n1. Reaction SMILES: [CH3:29][S:30]([CH3:31])=[O:32].[ClH:28].[F:1][C:2]([F:3])([F:4])[CH2:26][O:27][c:5]1[n:6][c:7]2[n:8]([cH:9][cH:10]1)[n:11][c:12]([S:14](=[O:15])(=[O:16])[NH:17][c:18]1[c:19]([Cl:25])[cH:20][cH:21][cH:22][c:23]1[Cl:24])[n:13]2.[OH2:33]>>[c:5]1([S:30][CH3:29])[n:6][c:7]2[n:8]([cH:9][cH:10]1)[n:11][c:12]([S:14](=[O:15])(=[O:16])[NH:17][c:18]1[c:19]([Cl:25])[cH:20][cH:21][cH:22][c:23]1[Cl:24])[n:13]2. The reactants are O[C@@H](CC1=CN(C=2C=CC=C(C12)C(=O)N)C1=CC=C(C=C1)OC1=CC=C(C=C1)F)CO ((S)-3-(2,3-Dihydroxypropyl)-1-(4-(4-fluorophenoxy)phenyl)-1H-indole-4-carboxamide), O[C@@H](CC1=CN(C=2C=CC=C(C12)C#N)C1=CC=C(C=C1)OC1=CC=C(C=C1)F)CO ((S)-3-(2,3-Dihydroxypropyl)-1-(4-(4-fluorophenoxy)phenyl)-1H-indole-4-carbonitrile). RXN SMILES: [OH:1][C@H:2]([CH2:30][OH:31])[CH2:3][C:4]1[C:12]2[C:11]([C:13]([NH2:15])=[O:14])=[CH:10][CH:9]=[CH:8][C:7]=2[N:6]([C:16]2[CH:21]=[CH:20][C:19]([O:22][C:23]3[CH:28]=[CH:27][C:26]([F:29])=[CH:25][CH:24]=3)=[CH:18][CH:17]=2)[CH:5]=1.O[C@H](CO)CC1C2C(C#N)=CC=CC=2N(C2C=CC(OC3C=CC(F)=CC=3)=CC=2)C=1>CCO.O>[OH:1][C@H:2]([CH2:30][OH:31])[CH2:3][C:4]1[C:8]2[C:7](=[CH:12][C:11]([C:13]([NH2:15])=[O:14])=[CH:10][CH:9]=2)[N:6]([C:16]2[CH:17]=[CH:18][C:19]([O:22][C:23]3[CH:24]=[CH:25][C:26]([F:29])=[CH:27][CH:28]=3)=[CH:20][CH:21]=2)[CH:5]=1 |f:2.3|. Reagents/catalysts: catalyst 121. Run at temperature 84 celsius, time 16 hour. Procedure details: General procedure for the preparation of compounds 122 and 123: To a mixture of compound 120 (100 mg, or 105) in EtOH/water (6 mL/2 mL) at room temperature was added the catalyst 121 (10 mg). The resulting mixture was shaken at 84° C. for 16 hours. The solvent was evaporated and the residue was purified by column (TCM/MeOH 10/0.5) to get the desired product as a white solid (˜80%). Yields the product O[C@@H](CC1=CN(C2=CC(=CC=C12)C(=O)N)C1=CC=C(C=C1)OC1=CC=C(C=C1)F)CO ((S)-3-(2,3-Dihydroxypropyl)-1-(4-(4-fluorophenoxy)phenyl)-1H-indole-6-carboxamide). The yield is 80.0%. The solvent is CCO.O (EtOH water). Reported procedure: A solution of 1-[2-(6-methylpyrazolo[5,1-b][1,3]thiazol-7-yl)-4-phenyl-1,3-thiazol-5-yl]ethanone (170 mg, 0.5 mmol) obtained by similar manner with Example 110-8 (ii) in N,N-dimethylformamide dimethylacetal (10 mL) was refluxed at 90° C. for 4 h. The reaction mixture was allowed to cool to rt, and the solvent was evaporated. The residue was suspended in EtOH (5 mL), and then was added hydrazine monohydrate (50 mg, 1.0 mmol). The mixture was stirred at 80° C. for 5 h. The mixture was allowed to c... Yields the product CC1=NN2C(SC=C2)=C1C=1SC(=C(N1)C1=CC=CC=C1)C1=CC=NN1 (6-methyl-7-[4-phenyl-5-(1H-pyrazol-5-yl)-1,3-thiazol-2-yl]pyrazolo[5,1-b][1,3]thiazole). Reaction conditions: temperature 90 celsius, time 5 hour. As a reaction SMILES: [CH3:1][C:2]1[C:9]([C:10]2[S:11][C:12]([C:21](=O)[CH3:22])=[C:13]([C:15]3[CH:20]=[CH:19][CH:18]=[CH:17][CH:16]=3)[N:14]=2)=[C:5]2[S:6][CH:7]=[CH:8][N:4]2[N:3]=1.O.[NH2:25]N.COC(OC)[N:30]([CH3:32])C>>[CH3:1][C:2]1[C:9]([C:10]2[S:11][C:12]([C:21]3[NH:25][N:30]=[CH:32][CH:22]=3)=[C:13]([C:15]3[CH:20]=[CH:19][CH:18]=[CH:17][CH:16]=3)[N:14]=2)=[C:5]2[S:6][CH:7]=[CH:8][N:4]2[N:3]=1 |f:1.2|. Starting materials: CC1=NN2C(SC=C2)=C1C=1SC(=C(N1)C1=CC=CC=C1)C(C)=O (1-[2-(6-methylpyrazolo[5,1-b][1,3]thiazol-7-yl)-4-phenyl-1,3-thiazol-5-yl]ethanone), COC(N(C)C)OC (N,N-dimethylformamide dimethylacetal), Example 110-8 ( ii ), O.NN (hydrazine monohydrate). Yield: 79.0%. The product is C(CCC)OCCOC1=CC=C(C=C1)C=1C=CC2=C(C=C(CCN2CC2=CN=CS2)C(=O)OC)C1 (methyl 7-[4-(2-butoxyethoxy)phenyl]-1-(1,3-thiazol-5-ylmethyl)-2,3-dihydro-1-benzazepine-4-carboxylate). Run at time 24 hour. Yield: 79.9%. Reaction SMILES: [CH2:1]([O:5][CH2:6][CH2:7][O:8][C:9]1[CH:14]=[CH:13][C:12]([C:15]2[CH:16]=[CH:17][C:18]3[N:24]=[CH:23][CH:22]=[C:21]([C:25]([O:27][CH3:28])=[O:26])[CH2:20][C:19]=3[CH:29]=2)=[CH:11][CH:10]=1)[CH2:2][CH2:3][CH3:4].[S:30]1[C:34]([CH:35]=O)=[CH:33][N:32]=[CH:31]1.C(O[BH-](OC(=O)C)OC(=O)C)(=O)C.[Na+]>ClCCCl>[CH2:1]([O:5][CH2:6][CH2:7][O:8][C:9]1[CH:10]=[CH:11][C:12]([C:15]2[CH:16]=[CH:17][C:18]3[N:24]([CH2:35][C:34]4[S:30][CH:31]=[N:32][CH:33]=4)[CH2:23][CH2:22][C:21]([C:25]([O:27][CH3:28])=[O:26])=[CH:20][C:19]=3[CH:29]=2)=[CH:13][CH:14]=1)[CH2:2][CH2:3][CH3:4] |f:2.3|. Reported procedure: In 1,2-dichloroethane (15 ml) was dissolved methyl 7-[4-(2-butoxyethoxy)phenyl]-1-benzazepine-4-carboxylate (0.50 g). To the solution were added 1,3-thiazole-5-carbaldehyde 10.43 g) and sodium triacetoxyborohydride (0.80 g), and the mixture was stirred at room temperature for 24 hours. To the mixture was added sodium triacetoxyborohydride (0.27 g), and the mixture was stirred for 6 hours. The solvent was removed under reduced pressure, the resulting residue was added to water, and the mixture wa... Run in ClCCCl (1,2-dichloroethane). The reactants are C(C)(=O)O[BH-](OC(C)=O)OC(C)=O.[Na+] (sodium triacetoxyborohydride), S1C=NC=C1C=O (1,3-thiazole-5-carbaldehyde), C(C)(=O)O[BH-](OC(C)=O)OC(C)=O.[Na+] (sodium triacetoxyborohydride), C(CCC)OCCOC1=CC=C(C=C1)C=1C=CC2=C(CC(=CC=N2)C(=O)OC)C1 (methyl 7-[4-(2-butoxyethoxy)phenyl]-1-benzazepine-4-carboxylate). Product: FC1=CC=C(C=C1)C#C\C=C\[C@@H]1CC[Si@H](CC1)CCCCC (1-(4-flurophenyl)-4-(trans-4-pentyl-4-silacyclohexyl)-3E-butene-1-yne). Reported procedure: A mixture of 1-(4-fluorophenyl)-4-(trans-4-pentyl-4-silacyclohexyl)-1-butyne-3-ol 8.0 g (24 mmol), p-toluenesulfonic acid monohydrate 1.6 g, and benzene 200 ml was heated under reflux to remove the water and then subjected to a conventional post-treatment. The reaction mixture thus obtained was not only a mixture of trans- and cis-isomers, with respect to the silacyclohexane ring, but also a mixture of E- and Z-isomers, with respect to the double bond. Hence, the product was separated by chromat... The yield is 15.9%. Solvent: C1=CC=CC=C1 (benzene). Reactants: FC1=CC=C(C=C1)C#CC(C[C@@H]1CC[Si@H](CC1)CCCCC)O (1-(4-fluorophenyl)-4-(trans-4-pentyl-4-silacyclohexyl)-1-butyne-3-ol), O.C1(=CC=C(C=C1)S(=O)(=O)O)C (p-toluenesulfonic acid monohydrate). Reaction SMILES: [F:1][C:2]1[CH:7]=[CH:6][C:5]([C:8]#[C:9][CH:10](O)[CH2:11][C@H:12]2[CH2:17][CH2:16][Si@H:15]([CH2:18][CH2:19][CH2:20][CH2:21][CH3:22])[CH2:14][CH2:13]2)=[CH:4][CH:3]=1.O.C1(C)C=CC(S(O)(=O)=O)=CC=1>C1C=CC=CC=1>[F:1][C:2]1[CH:3]=[CH:4][C:5]([C:8]#[C:9]/[CH:10]=[CH:11]/[C@H:12]2[CH2:13][CH2:14][Si@H:15]([CH2:18][CH2:19][CH2:20][CH2:21][CH3:22])[CH2:16][CH2:17]2)=[CH:6][CH:7]=1 |f:1.2|. Product: O=C(NCCc1ccccc1)C(=O)Nc1ccc(O)c(F)c1. As a reaction SMILES: [BrH:30].[CH2:1]([c:2]1[cH:3][cH:4][cH:5][cH:6][cH:7]1)[O:8][c:9]1[c:10]([F:29])[cH:11][c:12]([NH:15][C:16]([C:17](=[O:18])[NH:19][CH2:20][CH2:21][c:22]2[cH:23][cH:24][cH:25][cH:26][cH:27]2)=[O:28])[cH:13][cH:14]1.[CH3:31][C:32](=[O:33])[OH:34]>>[OH:8][c:9]1[c:10]([F:29])[cH:11][c:12]([NH:15][C:16]([C:17](=[O:18])[NH:19][CH2:20][CH2:21][c:22]2[cH:23][cH:24][cH:25][cH:26][cH:27]2)=[O:28])[cH:13][cH:14]1. Starting materials: Br, O=C(NCCc1ccccc1)C(=O)Nc1ccc(OCc2ccccc2)c(F)c1, CC(=O)O. Reactants: alcohol, C(C1=CC=CC=C1)OC=1C(=C(C(=CC1)F)C(=O)C1=CNC2=NC=C(C=C21)C=2C=NC=CC2)F ((3-Benzyloxy-2,6-difluoro-phenyl)-(5-pyridin-3-yl-1H-pyrrolo[2,3-b]pyridin-3-yl)-methanone), FC1=C(C(=CC=C1O)F)C(=O)C1=CNC2=NC=C(C=C21)Cl ((2,6-difluoro-3-hydroxy-phenyl)-(5-chloro-1H-pyrrolo[2,3-b]pyridine-3-yl)-methanone). The product is FC1=C(C(=CC=C1OCC=1C=NC=CC1)F)C(=O)C1=CNC2=NC=CC=C21 ([2,6-Difluoro-3-(pyridin-3-ylmethoxy)-phenyl]-(1H-pyrrolo[2,3-b]pyridin-3-yl)-methanone). Reaction SMILES: [CH2:1]([O:8][C:9]1[C:10]([F:33])=[C:11]([C:16]([C:18]2[C:26]3[C:21](=[N:22][CH:23]=[C:24](C4C=NC=CC=4)[CH:25]=3)[NH:20][CH:19]=2)=[O:17])[C:12]([F:15])=[CH:13][CH:14]=1)C1C=CC=CC=1.FC1C(O)=CC=C(F)C=1C(C1[C:53]2[C:48](=[N:49][CH:50]=[C:51](Cl)[CH:52]=2)NC=1)=O>>[F:33][C:10]1[C:9]([O:8][CH2:1][C:53]2[CH:48]=[N:49][CH:50]=[CH:51][CH:52]=2)=[CH:14][CH:13]=[C:12]([F:15])[C:11]=1[C:16]([C:18]1[C:26]2[C:21](=[N:22][CH:23]=[CH:24][CH:25]=2)[NH:20][CH:19]=1)=[O:17]. Reported procedure: Additional compounds were prepared following the protocol of Scheme 28, replacing pyridin-3-yl-methanol 90 with an appropriate alcohol and optionally replacing (2,6-difluoro-3-hydroxy-phenyl)-(1H-pyrrolo[2,3-b]pyridine-3-yl)-methanone 89 with (2,6-difluoro-3-hydroxy-phenyl)-(5-chloro-1H-pyrrolo[2,3-b]pyridine-3-yl)-methanone (prepared as described in Example 11, 3 and 4 of Scheme 8, replacing pyridin-3-yl-1H-pyrrolo[2,3-b]pyridine 20 with 5-chloro-1H-pyrrolo[2,3-b]pyridine 4 (see Example 4) in S... The reactants are CC(C)N, O=C(O)C1CCC(CO)CC1. Yields the product CC(C)NC(=O)C1CCC(CO)CC1. As a reaction SMILES: [CH3:12][CH:13]([CH3:14])[NH2:15].[OH:1][CH2:2][CH:3]1[CH2:4][CH2:5][CH:6]([C:9](=[O:10])[OH:11])[CH2:7][CH2:8]1>>[OH:1][CH2:2][CH:3]1[CH2:4][CH2:5][CH:6]([C:9](=[O:11])[NH:15][CH:13]([CH3:12])[CH3:14])[CH2:7][CH2:8]1. The reactants are C(CCC)O (n-butanol), C(C)[Si](Cl)(CC)CC (triethylchlorosilane), Cl (HCl). Reaction SMILES: [CH2:1]([OH:5])[CH2:2][CH2:3][CH3:4].[CH2:6]([Si:8]([CH2:12][CH3:13])([CH2:10][CH3:11])Cl)[CH3:7].Cl>[Cl-].C([N+](CC)(CC)CC1C=CC=CC=1)C.CC1C=CC(C)=CC=1>[CH2:1]([O:5][Si:8]([CH2:12][CH3:13])([CH2:10][CH3:11])[CH2:6][CH3:7])[CH2:2][CH2:3][CH3:4] |f:3.4|. The reagents and catalysts are [Cl-].C(C)[N+](CC1=CC=CC=C1)(CC)CC (triethylbenzyl ammonium chloride). Procedure: 0.1 moles of n-butanol, 0.15 moles of triethylchlorosilane and 0.0005 moles of triethylbenzyl ammonium chloride in 50 ml of p-xylene were heated under reflux (80°-110° C.). When the evolution of HCl had ceased, the product was worked up by fractional distillation at reduced pressure. Solvent: CC=1C=CC(=CC1)C (p-xylene). The product is C(CCC)O[Si](CC)(CC)CC (n-butoxy-triethylsilane).